The task is: describe an organic reaction: reactants, conditions, products, and yield. This data is from the Open Reaction Database (ORD), a public repository of structured organic reaction records. The product is COC=1C=C2CC(C(C2=CC1)CCCCCCCCCCCC(=O)O)C1=CC=C(C=C1)O (12-[(1RS, 2RS)-5-methoxy-2-p-hydroxyphenylindan-1-yl]dodecanoic acid). As a reaction SMILES: [C:1]([O:9]CC)(=[O:8])[CH2:2][C:3](OCC)=O.[H-].[Na+].[CH3:14][O:15][C:16]1[CH:17]=[C:18]2[C:22](=[CH:23][CH:24]=1)[CH:21]([CH2:25][CH2:26][CH2:27][CH2:28][CH2:29][CH2:30][CH2:31][CH2:32][CH2:33]CBr)[CH:20]([C:36]1[CH:41]=[CH:40][C:39]([O:42]C)=[CH:38][CH:37]=1)[CH2:19]2>CN(C)C=O.O>[CH3:14][O:15][C:16]1[CH:17]=[C:18]2[C:22](=[CH:23][CH:24]=1)[CH:21]([CH2:25][CH2:26][CH2:27][CH2:28][CH2:29][CH2:30][CH2:31][CH2:32][CH2:33][CH2:3][CH2:2][C:1]([OH:9])=[O:8])[CH:20]([C:36]1[CH:41]=[CH:40][C:39]([OH:42])=[CH:38][CH:37]=1)[CH2:19]2 |f:1.2|. Conditions: temperature 50 celsius. Reported procedure: A solution of diethyl malonate (0.64 g.) in dimethylformamide (10 ml.) was added to a stirred suspension of sodium hydride (0.14 g. of a 50% suspension in mineral oil) in dimethylformamide (10 ml.) which was maintained under an atmosphere of argon, and the mixture was stirred and heated to 50° C. for 5 minutes and then cooled to laboratory temperature. 10-[(1RS, 2RS)-5-Methoxy-2-p-methoxyphenylindan-1yl]decyl bromide (1.2 g.) was added and the mixture was stirred at laboratory temperature for 16... The solvent is CN(C=O)C (dimethylformamide), O (water), CN(C=O)C (dimethylformamide). The reactants are C(CC(=O)OCC)(=O)OCC (diethyl malonate), [H-].[Na+] (sodium hydride), COC=1C=C2CC(C(C2=CC1)CCCCCCCCCCBr)C1=CC=C(C=C1)OC (10-[(1RS, 2RS)-5-Methoxy-2-p-methoxyphenylindan-1yl]decyl bromide), suspension. The reactants are C(OC(Cl)(Cl)Cl)(OC(Cl)(Cl)Cl)=O (bis(trichloromethyl) carbonate), N1(CCOCC1)CCN (2-morpholin-4-yl-ethylamine), [C@H]1(CCC2=CC=CC=C12)NC1=NC2=CC=C(C=C2C=C1)N ((R)—N2-indan-1-yl-quinoline-2,6-diamine). Yields the product [C@H]1(CCC2=CC=CC=C12)NC1=NC2=CC=C(C=C2C=C1)NC(=O)NCCN1CCOCC1 (1-[2-((R)-Indan-1-ylamino)-quinolin-6-yl]-3-(2-morpholin-4-yl-ethyl)-urea). As a reaction SMILES: [C:1](=[O:12])(OC(Cl)(Cl)Cl)OC(Cl)(Cl)Cl.[N:13]1([CH2:19][CH2:20][NH2:21])[CH2:18][CH2:17][O:16][CH2:15][CH2:14]1.[C@H:22]1([NH:31][C:32]2[CH:41]=[CH:40][C:39]3[C:34](=[CH:35][CH:36]=[C:37]([NH2:42])[CH:38]=3)[N:33]=2)[C:30]2[C:25](=[CH:26][CH:27]=[CH:28][CH:29]=2)[CH2:24][CH2:23]1>>[C@H:22]1([NH:31][C:32]2[CH:41]=[CH:40][C:39]3[C:34](=[CH:35][CH:36]=[C:37]([NH:42][C:1]([NH:21][CH2:20][CH2:19][N:13]4[CH2:18][CH2:17][O:16][CH2:15][CH2:14]4)=[O:12])[CH:38]=3)[N:33]=2)[C:30]2[C:25](=[CH:26][CH:27]=[CH:28][CH:29]=2)[CH2:24][CH2:23]1. Reported procedure: The title compound was prepared in accordance with the general method 4 described in example 16 from bis(trichloromethyl) carbonate, 2-morpholin-4-yl-ethylamine and (R)—N2-indan-1-yl-quinoline-2,6-diamine; MS: m/e=432.6 (M+H+).